This data is from the Open Reaction Database (ORD), a public repository of structured organic reaction records. The task is: describe an organic reaction: reactants, conditions, products, and yield Reactants: NC=1C=C2CCC(CC2=CC1)CC(=O)OC(C)(C)C (tert-butyl (6-amino-tetralin-2-yl)acetate), N1=C(C=CC=C1)NCCC(=O)O (N-(2-pyridinyl)-β-alanine), 29A. Yields the product N1=C(C=CC=C1)NCCC(=O)NC=1C=C2CCC(CC2=CC1)CC(=O)OC(C)(C)C (tert-Butyl [6-[[[2-[(Pyridin-2-yl)amino]ethyl]carbonyl]amino]tetralin-2-yl]acetate). RXN SMILES: [NH2:1][C:2]1[CH:3]=[C:4]2[C:9](=[CH:10][CH:11]=1)[CH2:8][CH:7]([CH2:12][C:13]([O:15][C:16]([CH3:19])([CH3:18])[CH3:17])=[O:14])[CH2:6][CH2:5]2.[N:20]1[CH:25]=[CH:24][CH:23]=[CH:22][C:21]=1[NH:26][CH2:27][CH2:28][C:29](O)=[O:30]>>[N:20]1[CH:25]=[CH:24][CH:23]=[CH:22][C:21]=1[NH:26][CH2:27][CH2:28][C:29]([NH:1][C:2]1[CH:3]=[C:4]2[C:9](=[CH:10][CH:11]=1)[CH2:8][CH:7]([CH2:12][C:13]([O:15][C:16]([CH3:19])([CH3:18])[CH3:17])=[O:14])[CH2:6][CH2:5]2)=[O:30]. Reported procedure: Following the procedure of Example 32(a), except substituting tert-butyl (6-amino-tetralin-2-yl)acetate, Fisher, et. al., EO 0635492, Scheme 12 and Example 28, parts A-D, for the compound of Preparation O(d) and substituting N-(2-pyridinyl)-β-alanine, Chowdhary, et. al., Indian J. Chem., 1990, 29A, 280-284, for the compound of Preparation V, gives the title compound.